describe an organic reaction: reactants, conditions, products, and yield From a dataset of the Open Reaction Database (ORD), a public repository of structured organic reaction records. Starting materials: ClCC=1C(=NC=CC1)SC1CCCC1 (3-Chloromethyl-2-cyclopentylsulfanyl-pyridine), COC(=O)C1C(C1)C1=CC(=C(C=C1)O)F (2-(3-fluoro-4-hydroxy-phenyl)-cyclopropane carboxylic acid methyl ester). Product: C1(CCCC1)SC1=NC=CC=C1COC1=C(C=C(C=C1)C1C(C1)C(=O)O)F (2-[4-(2-cyclopentylsulfanyl-pyridin-3-ylmethoxy)-3-fluoro-phenyl]-cyclopropane carboxylic acid). The yield is 71.0%. As a reaction SMILES: Cl[CH2:2][C:3]1[C:4]([S:9][CH:10]2[CH2:14][CH2:13][CH2:12][CH2:11]2)=[N:5][CH:6]=[CH:7][CH:8]=1.C[O:16][C:17]([CH:19]1[CH2:21][CH:20]1[C:22]1[CH:27]=[CH:26][C:25]([OH:28])=[C:24]([F:29])[CH:23]=1)=[O:18]>>[CH:10]1([S:9][C:4]2[C:3]([CH2:2][O:28][C:25]3[CH:26]=[CH:27][C:22]([CH:20]4[CH2:21][CH:19]4[C:17]([OH:18])=[O:16])=[CH:23][C:24]=3[F:29])=[CH:8][CH:7]=[CH:6][N:5]=2)[CH2:14][CH2:13][CH2:12][CH2:11]1. Procedure: 3-Chloromethyl-2-cyclopentylsulfanyl-pyridine (0.032 g, 0.14 mmol) obtained in Step C of Preparation Example 8 and 2-(3-fluoro-4-hydroxy-phenyl)-cyclopropane carboxylic acid methyl ester (less polar) (0.030 g, 0.14 mmol) obtained in Step C of Preparation Example 64 were used to react sequentially in the same manner as in Steps A and B of Example 1 to obtain the title compound (0.033 g, 71%). Reaction SMILES: [Br:1][N:2]1[C:3](=[O:4])[CH2:5][CH2:6][C:7]1=[O:8].[CH3:19][C:20](=[O:21])[OH:22].[CH:23]([Cl:24])([Cl:25])[Cl:26].[cH:9]1[cH:10][s:11][c:12](-[c:14]2[cH:15][cH:16][cH:17][s:18]2)[cH:13]1>>[Br:1][c:10]1[cH:9][cH:13][c:12](-[c:14]2[cH:15][cH:16][cH:17][s:18]2)[s:11]1. Reactants: O=C1CCC(=O)N1Br, CC(=O)O, ClC(Cl)Cl, c1csc(-c2cccs2)c1. Yields the product Brc1ccc(-c2cccs2)s1.